From a dataset of the Open Reaction Database (ORD), a public repository of structured organic reaction records. describe an organic reaction: reactants, conditions, products, and yield The reactants are N#N (N2), BrC=1C=C(CC2=C(N=C(O2)C2=NC(=NO2)C2=CC=C(C=C2)OC(F)(F)F)C)C=CC1 (5-(5-(3-bromobenzyl)-4-methyloxazol-2-yl)-3-(4-(trifluoromethoxy)phenyl)-1,2,4-oxadiazole), CC(C)C1=CC(=C(C(=C1)C(C)C)C2=C(C=CC=C2)P(C3CCCCC3)C4CCCCC4)C(C)C (Xphos), C(=O)([O-])[O-].[Cs+].[Cs+] (Cs2CO3), CN1CCNCC1 (1-methylpiperazine). Reagents/catalysts: C=1C=CC(=CC1)/C=C/C(=O)/C=C/C2=CC=CC=C2.C=1C=CC(=CC1)/C=C/C(=O)/C=C/C2=CC=CC=C2.C=1C=CC(=CC1)/C=C/C(=O)/C=C/C2=CC=CC=C2.[Pd].[Pd] (tris(dibenzylideneacetone)dipalladium). The solvent is O1CCOCC1 (dioxane). Reaction conditions: temperature 120 celsius. Product: FC(C(=O)[O-])(F)F.C[NH+]1CCN(CC1)C1=CC(=CC=C1)CC1=C(N=C(O1)C1=NC(=NO1)C1=CC=C(C=C1)OC(F)(F)F)C (1-Methyl-4-(3-((4-methyl-2-(3-(4-(trifluoromethoxy)phenyl)-1,2,4-oxadiazol-5-yl)oxazol-5-yl)methyl)phenyl)piperazin-1-ium trifluoroacetate). Reaction SMILES: N#N.Br[C:4]1[CH:5]=[C:6]([CH:30]=[CH:31][CH:32]=1)[CH2:7][C:8]1[O:12][C:11]([C:13]2[O:17][N:16]=[C:15]([C:18]3[CH:23]=[CH:22][C:21]([O:24][C:25]([F:28])([F:27])[F:26])=[CH:20][CH:19]=3)[N:14]=2)=[N:10][C:9]=1[CH3:29].CC(C1C=C(C(C)C)C(C2C=CC=CC=2P(C2CCCCC2)C2CCCCC2)=C(C(C)C)C=1)C.[C:67]([O-])([O-:69])=[O:68].[Cs+].[Cs+].[CH3:73][N:74]1[CH2:79][CH2:78][NH:77][CH2:76][CH2:75]1>C1C=CC(/C=C/C(/C=C/C2C=CC=CC=2)=O)=CC=1.C1C=CC(/C=C/C(/C=C/C2C=CC=CC=2)=O)=CC=1.C1C=CC(/C=C/C(/C=C/C2C=CC=CC=2)=O)=CC=1.[Pd].[Pd].O1CCOCC1>[F:28][C:25]([F:26])([F:27])[C:67]([O-:69])=[O:68].[CH3:73][NH+:74]1[CH2:79][CH2:78][N:77]([C:4]2[CH:32]=[CH:31][CH:30]=[C:6]([CH2:7][C:8]3[O:12][C:11]([C:13]4[O:17][N:16]=[C:15]([C:18]5[CH:23]=[CH:22][C:21]([O:24][C:25]([F:28])([F:27])[F:26])=[CH:20][CH:19]=5)[N:14]=4)=[N:10][C:9]=3[CH3:29])[CH:5]=2)[CH2:76][CH2:75]1 |f:3.4.5,7.8.9.10.11,13.14|. Procedure details: To a vial under N2 containing 5-(5-(3-bromobenzyl)-4-methyloxazol-2-yl)-3-(4-(trifluoromethoxy)phenyl)-1,2,4-oxadiazole (27 mg, 0.056 mmol), tris(dibenzylideneacetone)dipalladium (10 mg, 0.011 mmol), Xphos (11 mg, 0.022 mmol), and Cs2CO3 (37 mg, 0.11 mmol) was added dioxane (1 mL, degassed with N2) followed by 1-methylpiperazine (10 μL, 0.084 mmol). The vial was sealed and heated to 120° C. in a Biotage microwave reactor for 60 min. The mixture was cooled to room temperature, filtered (Celite), ... The reactants are COC(=O)[C@H]1N(CC[C@H]1O)C(=O)OC(C)(C)C ((2S,3R)—N-tert-Butyloxycarbonyl-3-hydroxy-2-pyrrolidinecarboxylic acid methyl ester), solution, [Li+].CC(C)[N-]C(C)C (LDA), IC (iodomethane), oil. The solvent is C1CCOC1 (THF). Reaction conditions: temperature -20 celsius, time 1 hour. Product: COC(=O)[C@]1(N(CC[C@H]1O)C(=O)OC(C)(C)C)C ((2S,3R)-3-Hydroxy-2-methylpyrrolidine-1,2-dicarboxylic acid 1-tert-butyl ester 2-methyl ester). The yield is 30.3%. As a reaction SMILES: [CH3:1][O:2][C:3]([C@@H:5]1[C@H:9]([OH:10])[CH2:8][CH2:7][N:6]1[C:11]([O:13][C:14]([CH3:17])([CH3:16])[CH3:15])=[O:12])=[O:4].[Li+].[CH3:19]C([N-]C(C)C)C.IC>C1COCC1>[CH3:1][O:2][C:3]([C@:5]1([CH3:19])[C@H:9]([OH:10])[CH2:8][CH2:7][N:6]1[C:11]([O:13][C:14]([CH3:17])([CH3:16])[CH3:15])=[O:12])=[O:4] |f:1.2|. Procedure: To a solution of (2S,3R)—N-tert-butyloxycarbonyl-3-hydroxy-2 pyrrolidinecarboxylic acid methyl ester (1D) (1.13 g, 4.61 mmol) in THF (73 mL) at −78° C. was slowly added a 1.8 M solution of LDA (7.70 mL, 13.86 mmol). After stirring for 1 h, iodomethane (2.87 mL, 46.10 mmol) was added, and the reaction was stirred for 1 h at −78° C., before warming gradually to −20° C. for 3 h, and then was stored at −40° C. overnight. After quenching with saturated aqueous NH4Cl, water and EtOAc were added and th... Yields the product N1=CC(=CC=C1)CN(C(C)=O)C1=CC=C(C=C1)OCCCCCCCCCCCCCC (N-(3-Pyridinylmethyl)-N-[4-(tetradecyloxy)phenyl]acetamide). Reaction SMILES: [CH2:1]([O:15][C:16]1[CH:21]=[CH:20][C:19]([NH:22][CH2:23][C:24]2[CH:25]=[N:26][CH:27]=[CH:28][CH:29]=2)=[CH:18][CH:17]=1)[CH2:2][CH2:3][CH2:4][CH2:5][CH2:6][CH2:7][CH2:8][CH2:9][CH2:10][CH2:11][CH2:12][CH2:13][CH3:14].N1C=CC=CC=1.[C:36](Cl)(=[O:38])[CH3:37].C(=O)(O)[O-].[Na+]>C(Cl)Cl>[N:26]1[CH:27]=[CH:28][CH:29]=[C:24]([CH2:23][N:22]([C:19]2[CH:18]=[CH:17][C:16]([O:15][CH2:1][CH2:2][CH2:3][CH2:4][CH2:5][CH2:6][CH2:7][CH2:8][CH2:9][CH2:10][CH2:11][CH2:12][CH2:13][CH3:14])=[CH:21][CH:20]=2)[C:36](=[O:38])[CH3:37])[CH:25]=1 |f:3.4|. Run in C(Cl)Cl (methylene chloride). Yield: 96.2%. Procedure: To a room temperature solution of 2.49 g of product from Example 83, 1.27 ml of pyridine and 30 ml of methylene chloride is added, dropwise, 0.985 g of acetyl chloride. The reaction is stirred at room temperature for 1.5 hours, poured into saturated sodium bicarbonate and extracted with methylene chloride. The organic layer is washed with saturated sodium chloride, dried and concentrated in vacuo. The residue is purified by chromatography (silica gel: 95% ethyl acetate/hexane) to give 2.65 g of ... Reactants: C([O-])(O)=O.[Na+] (sodium bicarbonate), C(CCCCCCCCCCCCC)OC1=CC=C(C=C1)NCC=1C=NC=CC1 (N-[4-(Tetradecyloxy)phenyl]-3-pyridinemethanamine), N1=CC=CC=C1 (pyridine), C(C)(=O)Cl (acetyl chloride). Run at time 1.5 hour. The reactants are ClC1=CC=C(C(C(=O)O)=C1)O (5-chlorosalicylic acid), FC1=C(N)C=CC=C1C(F)(F)F (2-fluoro-3-(trifluoromethyl)aniline), raw materials. Yield: 71.7%. Reaction SMILES: [Cl:1][C:2]1[CH:10]=[C:6]([C:7]([OH:9])=O)[C:5]([OH:11])=[CH:4][CH:3]=1.[F:12][C:13]1[C:19]([C:20]([F:23])([F:22])[F:21])=[CH:18][CH:17]=[CH:16][C:14]=1[NH2:15]>>[Cl:1][C:2]1[CH:3]=[CH:4][C:5]([OH:11])=[C:6]([CH:10]=1)[C:7]([NH:15][C:14]1[CH:16]=[CH:17][CH:18]=[C:19]([C:20]([F:21])([F:22])[F:23])[C:13]=1[F:12])=[O:9]. Yields the product ClC=1C=CC(=C(C(=O)NC2=C(C(=CC=C2)C(F)(F)F)F)C1)O (5-Chloro-N-[2-fluoro-3-(trifluoromethyl)phenyl]-2-hydroxybenzamide). Procedure details: Using 5-chlorosalicylic acid and 2-fluoro-3-(trifluoromethyl)aniline as the raw materials, the same operation as the example 16 gave the title compound. Starting materials: CC=1N=C2N(C=CC=C2C2=CC=C(OC3=NC4=C(N3COCC[Si](C)(C)C)C=CC=C4)C=C2)C1 (2-[4-(2-methylimidazo[1,2-a]pyridin-8-yl)phenoxy]-1-{[2-(trimethylsilyl)ethoxy]methyl}-1H-benzimidazole). Solvent: C(C)(=O)OCC.Cl (hydrogen chloride-ethyl acetate). Yields the product CC=1N=C2N(C=CC=C2C2=CC=C(OC3=NC4=C(N3)C=CC=C4)C=C2)C1 (2-[4-(2-Methylimidazo[1,2-a]pyridin-8-yl)phenoxy]-1H-benzimidazole). Isolated yield 84.9%. As a reaction SMILES: [CH3:1][C:2]1[N:3]=[C:4]2[C:9]([C:10]3[CH:33]=[CH:32][C:13]([O:14][C:15]4[N:19](COCC[Si](C)(C)C)[C:18]5[CH:28]=[CH:29][CH:30]=[CH:31][C:17]=5[N:16]=4)=[CH:12][CH:11]=3)=[CH:8][CH:7]=[CH:6][N:5]2[CH:34]=1>C(OCC)(=O)C.Cl>[CH3:1][C:2]1[N:3]=[C:4]2[C:9]([C:10]3[CH:33]=[CH:32][C:13]([O:14][C:15]4[NH:19][C:18]5[CH:28]=[CH:29][CH:30]=[CH:31][C:17]=5[N:16]=4)=[CH:12][CH:11]=3)=[CH:8][CH:7]=[CH:6][N:5]2[CH:34]=1 |f:1.2|. Procedure details: A mixture of 2-[4-(2-methylimidazo[1,2-a]pyridin-8-yl)phenoxy]-1-{[2-(trimethylsilyl)ethoxy]methyl}-1H-benzimidazole (0.57 g) and 4 M hydrogen chloride-ethyl acetate solution (20 ml) was heated under reflux for 3 hr. The reaction mixture was concentrated under reduced pressure, saturated aqueous sodium hydrogen carbonate solution was added to the residue, and the mixture was extracted with ethyl acetate. The extract was dried over anhydrous sodium sulfate, and the solvent was evaporated under re... Reactants: C#Cc1ccc(Cc2cc(C3(O)OC(CO)C(O)C(O)C3O)ccc2Cl)cc1, Ic1cn[nH]c1. The product is OCC1OC(O)(c2ccc(Cl)c(Cc3ccc(C#Cc4cn[nH]c4)cc3)c2)C(O)C(O)C1O. RXN SMILES: [Cl:1][c:2]1[c:3]([CH2:20][c:21]2[cH:22][cH:23][c:24]([C:27]#[CH:28])[cH:25][cH:26]2)[cH:4][c:5]([C:8]2([OH:9])[CH:10]([OH:11])[CH:12]([OH:13])[CH:14]([OH:15])[CH:16]([CH2:18][OH:19])[O:17]2)[cH:6][cH:7]1.[I:29][c:30]1[cH:31][n:32][nH:33][cH:34]1>>[Cl:1][c:2]1[c:3]([CH2:20][c:21]2[cH:22][cH:23][c:24]([C:27]#[C:28][c:30]3[cH:31][n:32][nH:33][cH:34]3)[cH:25][cH:26]2)[cH:4][c:5]([C:8]2([OH:9])[CH:10]([OH:11])[CH:12]([OH:13])[CH:14]([OH:15])[CH:16]([CH2:18][OH:19])[O:17]2)[cH:6][cH:7]1.